Dataset: the Open Reaction Database (ORD), a public repository of structured organic reaction records. Task: describe an organic reaction: reactants, conditions, products, and yield Reactants: C[Si](C)(C)Br (trimethylsilyl bromide), C(C1=CC=CC=C1)OC1=C(CO)C=CC(=C1)C(C)(C)C (2-benzyloxy-4-tert-butyl-benzyl alcohol). Run in C(Cl)(Cl)Cl (chloroform). Run at time 1 hour. Product: C(C1=CC=CC=C1)OC1=C(CBr)C=CC(=C1)C(C)(C)C (2-Benzyloxy-4-tert-butyl-benzyl bromide). Reaction SMILES: C[Si]([Br:5])(C)C.[CH2:6]([O:13][C:14]1[CH:21]=[C:20]([C:22]([CH3:25])([CH3:24])[CH3:23])[CH:19]=[CH:18][C:15]=1[CH2:16]O)[C:7]1[CH:12]=[CH:11][CH:10]=[CH:9][CH:8]=1>C(Cl)(Cl)Cl>[CH2:6]([O:13][C:14]1[CH:21]=[C:20]([C:22]([CH3:25])([CH3:24])[CH3:23])[CH:19]=[CH:18][C:15]=1[CH2:16][Br:5])[C:7]1[CH:12]=[CH:11][CH:10]=[CH:9][CH:8]=1. Procedure: 2.9 ml of trimethylsilyl bromide are added to a solution, stirred at room temperature, of 4 g of 2-benzyloxy-4-tert-butyl-benzyl alcohol in 100 ml of chloroform. The reaction mixture is stirred for a further 1 hour and then partitioned between trichloromethane and water. The organic phases are dried with Na2SO4 and concentrated by evaporation, yielding the title compound: Rf (dichloromethane/hexane=8:2)=0.95. Reactants: Cc1oc(Br)cc1C=O, CS(=O)(=O)c1ccc(B(O)O)cc1, COCCOC, [Na+], [Na+], O=C([O-])[O-], O, c1ccc(P(c2ccccc2)(c2ccccc2)[Pd](P(c2ccccc2)(c2ccccc2)c2ccccc2)(P(c2ccccc2)(c2ccccc2)c2ccccc2)P(c2ccccc2)(c2ccccc2)c2ccccc2)cc1. The product is Cc1oc(-c2ccc(S(C)(=O)=O)cc2)cc1C=O. As a reaction SMILES: [Br:1][c:2]1[cH:3][c:4]([CH:8]=[O:9])[c:5]([CH3:7])[o:6]1.[CH3:10][S:11](=[O:12])(=[O:13])[c:14]1[cH:15][cH:16][c:17]([B:20]([OH:21])[OH:22])[cH:18][cH:19]1.[CH3:29][O:30][CH2:31][CH2:32][O:33][CH3:34].[Na+:23].[Na+:24].[O-:25][C:26](=[O:27])[O-:28].[OH2:112].[cH:35]1[cH:36][cH:37][c:38]([P:39]([Pd:40]([P:41]([c:42]2[cH:43][cH:44][cH:45][cH:46][cH:47]2)([c:48]2[cH:49][cH:50][cH:51][cH:52][cH:53]2)[c:54]2[cH:55][cH:56][cH:57][cH:58][cH:59]2)([P:60]([c:61]2[cH:62][cH:63][cH:64][cH:65][cH:66]2)([c:67]2[cH:68][cH:69][cH:70][cH:71][cH:72]2)[c:73]2[cH:74][cH:75][cH:76][cH:77][cH:78]2)[P:79]([c:80]2[cH:81][cH:82][cH:83][cH:84][cH:85]2)([c:86]2[cH:87][cH:88][cH:89][cH:90][cH:91]2)[c:92]2[cH:93][cH:94][cH:95][cH:96][cH:97]2)([c:98]2[cH:99][cH:100][cH:101][cH:102][cH:103]2)[c:104]2[cH:105][cH:106][cH:107][cH:108][cH:109]2)[cH:110][cH:111]1>>[c:2]1(-[c:17]2[cH:16][cH:15][c:14]([S:11]([CH3:10])(=[O:12])=[O:13])[cH:19][cH:18]2)[cH:3][c:4]([CH:8]=[O:9])[c:5]([CH3:7])[o:6]1.